Task: describe an organic reaction: reactants, conditions, products, and yield. Dataset: the Open Reaction Database (ORD), a public repository of structured organic reaction records Product: Cl.CN(C)CCC1CC2=CC=C(C=C2CC1)OCC1=CC=C(C=C1)C1=CC=C(C=C1)C ((+)-2-[2-(N,N-Dimethylamino)ethyl]-6-(4′-methylbiphenyl-4-yl)methoxytetralin Hydrochloride). The solvent is O (water), C(C)O (ethanol). As a reaction SMILES: [ClH:1].Br[C:3]1[CH:25]=[CH:24][C:6]([CH2:7][O:8][C:9]2[CH:10]=[C:11]3[C:16](=[CH:17][CH:18]=2)[CH2:15][CH:14]([CH2:19][CH2:20][N:21]([CH3:23])[CH3:22])[CH2:13][CH2:12]3)=[CH:5][CH:4]=1.[C:26]1([CH3:32])[CH:31]=[CH:30][CH:29]=[CH:28][CH:27]=1.C(=O)([O-])[O-].[Na+].[Na+].B(O)(O)O.CC1C=CC=CC=1>O.[Pd].C1(P(C2C=CC=CC=2)C2C=CC=CC=2)C=CC=CC=1.C1(P(C2C=CC=CC=2)C2C=CC=CC=2)C=CC=CC=1.C1(P(C2C=CC=CC=2)C2C=CC=CC=2)C=CC=CC=1.C1(P(C2C=CC=CC=2)C2C=CC=CC=2)C=CC=CC=1.C(O)C>[ClH:1].[CH3:22][N:21]([CH2:20][CH2:19][CH:14]1[CH2:13][CH2:12][C:11]2[C:16](=[CH:17][CH:18]=[C:9]([O:8][CH2:7][C:6]3[CH:24]=[CH:25][C:3]([C:29]4[CH:30]=[CH:31][C:26]([CH3:32])=[CH:27][CH:28]=4)=[CH:4][CH:5]=3)[CH:10]=2)[CH2:15]1)[CH3:23] |f:0.1,3.4.5,6.7,9.10.11.12.13,15.16|. Run at time 10 minute. Reagents/catalysts: [Pd].C1(=CC=CC=C1)P(C1=CC=CC=C1)C1=CC=CC=C1.C1(=CC=CC=C1)P(C1=CC=CC=C1)C1=CC=CC=C1.C1(=CC=CC=C1)P(C1=CC=CC=C1)C1=CC=CC=C1.C1(=CC=CC=C1)P(C1=CC=CC=C1)C1=CC=CC=C1 (tetrakis(triphenylphosphine) palladium). Reported procedure: A mixture of (+)-6-(4-bromobenzyl)oxy-2-[2-(N,N-dimethylamino)ethyl]tetralin hydrochloride (1 g), toluene (20 ml), ethanol (2.5 ml), and 2 M aqueous sodium carbonate (2.5 ml) was stirred at room temperature for 10 min. 4-Methylbenzeneboric acid (416 mg) and tetrakis(triphenylphosphine) palladium (82 mg) were added and the reaction mixture was heated under reflux for 5 hr under argon. After cooling, the reaction mixture was diluted with water and extracted with ethyl acetate. The organic layer wa... The reactants are B(O)(O)O.CC1=CC=CC=C1 (4-Methylbenzeneboric acid), Cl.BrC1=CC=C(COC=2C=C3CCC(CC3=CC2)CCN(C)C)C=C1 ((+)-6-(4-bromobenzyl)oxy-2-[2-(N,N-dimethylamino)ethyl]tetralin hydrochloride), C1(=CC=CC=C1)C (toluene), C([O-])([O-])=O.[Na+].[Na+] (sodium carbonate).